Dataset: the Open Reaction Database (ORD), a public repository of structured organic reaction records. Task: describe an organic reaction: reactants, conditions, products, and yield Reactants: C(C1=CC=CC=C1)OC=1C=C2C(C(COC2=CC1)OC1=CC=CC=C1)=O (6-Benzyloxy-3-phenoxy-4-chromanone), CO (methanol). Reagents/catalysts: [Pd] (Pd/C). Run in O1CCCC1 (tetrahydrofuran). Run at time 24 hour. The product is O(C1=CC=CC=C1)[C@@H]1COC2=CC=C(C=C2[C@@H]1O)O (cis-3-Phenoxychroman-4,6-diol). The yield is 65.5%. As a reaction SMILES: C([O:8][C:9]1[CH:10]=[C:11]2[C:16](=[CH:17][CH:18]=1)[O:15][CH2:14][CH:13]([O:19][C:20]1[CH:25]=[CH:24][CH:23]=[CH:22][CH:21]=1)[C:12]2=[O:26])C1C=CC=CC=1.CO>[Pd].O1CCCC1>[O:19]([C@H:13]1[C@@H:12]([OH:26])[C:11]2[C:16](=[CH:17][CH:18]=[C:9]([OH:8])[CH:10]=2)[O:15][CH2:14]1)[C:20]1[CH:21]=[CH:22][CH:23]=[CH:24][CH:25]=1. Procedure details: A mixture of 10.04 g of the title product of Example 9, 200 ml of methanol, 100 ml of tetrahydrofuran and 1 g 10% Pd/C catalyst was hydrogenated at 44 psig for 24 hours. The catalyst was recovered by filtration and the filtrate was evaporated in vacuo to obtain the crude product, which was triturated with dichloromethane and filtered to give 4.9 g of title product having properties identical to those of the cis-title product of the preceding Example. Reactants: N1=CC=C(C=C1)C1=CC=NN1C1=CC=C(C=C1)O (4-(5-Pyridin-4-yl-pyrazol-1-yl)-phenol), C([O-])([O-])=O.[K+].[K+] (potassium carbonate), ClCC1=NC2=CC=CC=C2C=C1 (2-Chloromethyl-quinoline). Solvent: CC(=O)C (acetone), [Cl-].[Na+].O (brine). Run at temperature 60 celsius. Product: N1=CC=C(C=C1)C1=CC=NN1C1=CC=C(OCC2=NC3=CC=CC=C3C=C2)C=C1 (2-[4-(5-Pyridin-4-yl-pyrazol-1-yl)-phenoxymethyl]-quinoline). Yield: 69.6%. Reaction SMILES: [N:1]1[CH:6]=[CH:5][C:4]([C:7]2[N:11]([C:12]3[CH:17]=[CH:16][C:15]([OH:18])=[CH:14][CH:13]=3)[N:10]=[CH:9][CH:8]=2)=[CH:3][CH:2]=1.C(=O)([O-])[O-].[K+].[K+].Cl[CH2:26][C:27]1[CH:36]=[CH:35][C:34]2[C:29](=[CH:30][CH:31]=[CH:32][CH:33]=2)[N:28]=1>CC(C)=O.[Cl-].[Na+].O>[N:1]1[CH:2]=[CH:3][C:4]([C:7]2[N:11]([C:12]3[CH:17]=[CH:16][C:15]([O:18][CH2:26][C:27]4[CH:36]=[CH:35][C:34]5[C:29](=[CH:30][CH:31]=[CH:32][CH:33]=5)[N:28]=4)=[CH:14][CH:13]=3)[N:10]=[CH:9][CH:8]=2)=[CH:5][CH:6]=1 |f:1.2.3,6.7.8|. Procedure details: To a solution of 4-(5-Pyridin-4-yl-pyrazol-1-yl)-phenol (82 mg) in acetone was added potassium carbonate (153 mg) and 2-Chloromethyl-quinoline (95 mg) and the reaction mixture heated at 60° C. for 18 h. The reaction mixture was poured into brine and extracted with ethyl acetate, dried magnesium sulfate, filtered and concentrated. Purification via combiflash MPLC provided the title compound (91 mg). 1H NMR (400 MHz, CDCl3) δ 8.51 (m, 2 H), 8.20 (d, J=8.7 Hz, 1 H), 8.06 (d, J=8.7 Hz, 1 H), 7.83 (d...